The task is: describe an organic reaction: reactants, conditions, products, and yield. This data is from the Open Reaction Database (ORD), a public repository of structured organic reaction records. The reactants are [N+]=1(C(=CC=CC1C)C)[O-] (2,6-lutidine-1-oxide), [C-]#N.[K+] (potassium cyanide), S(=O)(=O)(OC)OC (dimethyl sulphate), COS(=O)(=O)[O-].CO[N+]1=C(C=CC=C1C)C (1-methoxy-2,6-dimethylpyridinium methyl sulphate). Solvent: O (water), O (water). Conditions: temperature 80 celsius, time 2 hour. Yields the product CC=1C=C(C#N)C=C(N1)C (2,6-Dimethylisonicotinonitrile). Isolated yield 42.4%. As a reaction SMILES: [N+:1]1([O-])[C:2]([CH3:8])=[CH:3][CH:4]=[CH:5][C:6]=1[CH3:7].S(OC)(OC)(=O)=O.COS([O-])(=O)=O.CO[N+:25]1C(C)=CC=C[C:26]=1C.[C-]#N.[K+]>O>[CH3:7][C:6]1[CH:5]=[C:4]([CH:3]=[C:2]([CH3:8])[N:1]=1)[C:26]#[N:25] |f:2.3,4.5|. Reported procedure: To a stirred quantity of 2,6-lutidine-1-oxide (12.3 g, 100 mmol) was slowly added dimethyl sulphate (12.6 g, 100 mmol) at such a rate that the temperature of the reaction mixture was maintained at 80° C. throughout the addition. When the addition was complete (about one hour) the solution was stirred at that temperature for an additional 2 h. The salt crystallised upon cooling and was recrystallised from anhydrous acetone giving white prisms; m.p 96-97° C. Yield 18 g (73%). To a solution of this...